This data is from the Open Reaction Database (ORD), a public repository of structured organic reaction records. The task is: describe an organic reaction: reactants, conditions, products, and yield Reactants: CS(=O)(=O)Cl (Methanesulphonyl chloride), OCCC1(C2=CC=CC=C2OC=2C=CC=CC12)CCO (9,9-bis(2'-hydroxyethyl)xanthene), hydrocholoric acid, ice. The solvent is N1=CC=CC=C1 (pyridine). Run at time 20 hour. Yields the product CS(=O)(=O)OCCC1(C2=CC=CC=C2OC=2C=CC=CC12)CCOS(=O)(=O)C (9,9-bis(2'-methanesulphonyloxyethyl)-xanthene). Reaction SMILES: [CH3:1][S:2](Cl)(=[O:4])=[O:3].[OH:6][CH2:7][CH2:8][C:9]1([CH2:23][CH2:24][OH:25])[C:22]2[CH:21]=[CH:20][CH:19]=[CH:18][C:17]=2[O:16][C:15]2[C:10]1=[CH:11][CH:12]=[CH:13][CH:14]=2>N1C=CC=CC=1>[CH3:1][S:2]([O:25][CH2:24][CH2:23][C:9]1([CH2:8][CH2:7][O:6][S:2]([CH3:1])(=[O:4])=[O:3])[C:10]2[CH:11]=[CH:12][CH:13]=[CH:14][C:15]=2[O:16][C:17]2[C:22]1=[CH:21][CH:20]=[CH:19][CH:18]=2)(=[O:4])=[O:3]. Reported procedure: A mixture of 9,9-bis(2'-vinyloxyethyl)xanthene (57 g.) (prepared as in Example 2), water (400 ml.) and concentrated hydrochloric acid (15 ml.) is heated on the steambath with vigorous stirring for 5 hours. The cooled mixture is extracted three times with ether and the combined extracts are dried over MgSO4 and evaporated to dryness. The solid residue is recrystallised from chloroform-light petroleum (b.p. 60°-80° C.) to give 9,9-bis(2'-hydroxyethyl)xanthene, m.p. 144°-145° C. Methanesulphonyl ch... Reactants: ClC(Cl)(Cl)Cl, Cc1ccc(C(=O)CC(C)C)cc1, CC(C)(C#N)N=NC(C)(C)C#N, O=C1CCC(=O)N1Br. Yields the product CC(C)CC(=O)c1ccc(CBr)cc1. Reaction SMILES: [C:34]([Cl:35])([Cl:36])([Cl:37])[Cl:38].[CH3:1][CH:2]([CH2:3][C:4](=[O:5])[c:6]1[cH:7][cH:8][c:9]([CH3:12])[cH:10][cH:11]1)[CH3:13].[N:22]#[C:23][C:24]([N:25]=[N:26][C:27]([C:28]#[N:29])([CH3:30])[CH3:31])([CH3:32])[CH3:33].[O:14]=[C:15]1[N:16]([Br:21])[C:17](=[O:18])[CH2:19][CH2:20]1>>[CH3:1][CH:2]([CH2:3][C:4](=[O:5])[c:6]1[cH:7][cH:8][c:9]([CH2:12][Br:21])[cH:10][cH:11]1)[CH3:13]. Reactants: C1(CC1)NC(=O)C1(OC2=C(C(=C(C(=C2CC1)C)O)C)C)C (N-cyclopropyl-6-hydroxy-2,5,7,8-tetramethylchroman-2-carboxamide), O=[N+]([O-])[O-].[O-][N+]([O-])=O.[O-][N+]([O-])=O.[O-][N+]([O-])=O.[O-][N+]([O-])=O.[O-][N+]([O-])=O.[Ce+4].[NH4+].[NH4+] (CAN). The product is C1(CC1)NC(C(CCC1=C(C(C(=C(C1=O)C)C)=O)C)(C)O)=O (N-cyclopropyl-2-hydroxy-2-methyl-4-(2,4,5-trimethyl-3,6-dioxocyclohexa-1,4-dienyl)butanamide). The yield is 37.9%. As a reaction SMILES: [CH:1]1([NH:4][C:5]([C:7]2([CH3:21])[CH2:16][CH2:15][C:14]3[C:9](=[C:10]([CH3:20])[C:11]([CH3:19])=[C:12]([OH:18])[C:13]=3[CH3:17])[O:8]2)=[O:6])[CH2:3][CH2:2]1.[O:22]=[N+]([O-])[O-].[O-][N+](=O)[O-].[O-][N+](=O)[O-].[O-][N+](=O)[O-].[O-][N+](=O)[O-].[O-][N+](=O)[O-].[Ce+4].[NH4+].[NH4+]>>[CH:1]1([NH:4][C:5](=[O:6])[C:7]([OH:22])([CH3:21])[CH2:16][CH2:15][C:14]2[C:9](=[O:8])[C:10]([CH3:20])=[C:11]([CH3:19])[C:12](=[O:18])[C:13]=2[CH3:17])[CH2:3][CH2:2]1 |f:1.2.3.4.5.6.7.8.9|. Procedure: Oxidation as described in protocol B, using 100 mg (0.346 mmol) of N-cyclopropyl-6-hydroxy-2,5,7,8-tetramethylchroman-2-carboxamide and 417 mg CAN (0.762 mmol) yielded 40 mg of N-cyclopropyl-2-hydroxy-2-methyl-4-(2,4,5-trimethyl-3,6-dioxocyclohexa-1,4-dienyl)butanamide as a yellow oil. The reactants are C(C1=CC=CC=C1)NC1=C(C=NC=2N1N=CC2C(=O)OCC)C(=O)O (7-Benzylamino-3-ethoxycarbonylpyrazolo[1,5-a]pyrimidine-6-carboxylic acid), ClC1=CC=C(C=C1)C1CCNCC1 (4-(4-chlorophenyl)piperidine). Product: C(C1=CC=CC=C1)NC1=C(C=NC=2N1N=CC2C(=O)OCC)C(=O)N2CCC(CC2)C2=CC=C(C=C2)Cl (7-Benzylamino-6-[4-(4-chlorophenyl)piperidine-1-carbonyl]-3-ethoxycarbonylpyrazolo[1,5-a]pyrimidine). Yield: 79.9%. As a reaction SMILES: [CH2:1]([NH:8][C:9]1[N:14]2[N:15]=[CH:16][C:17]([C:18]([O:20][CH2:21][CH3:22])=[O:19])=[C:13]2[N:12]=[CH:11][C:10]=1[C:23](O)=[O:24])[C:2]1[CH:7]=[CH:6][CH:5]=[CH:4][CH:3]=1.[Cl:26][C:27]1[CH:32]=[CH:31][C:30]([CH:33]2[CH2:38][CH2:37][NH:36][CH2:35][CH2:34]2)=[CH:29][CH:28]=1>>[CH2:1]([NH:8][C:9]1[N:14]2[N:15]=[CH:16][C:17]([C:18]([O:20][CH2:21][CH3:22])=[O:19])=[C:13]2[N:12]=[CH:11][C:10]=1[C:23]([N:36]1[CH2:37][CH2:38][CH:33]([C:30]2[CH:29]=[CH:28][C:27]([Cl:26])=[CH:32][CH:31]=2)[CH2:34][CH2:35]1)=[O:24])[C:2]1[CH:7]=[CH:6][CH:5]=[CH:4][CH:3]=1. Procedure details: In the same manner as in Example 21, step 5 and using 7-benzylamino-3-ethoxycarbonylpyrazolo[1,5-a]pyrimidine-6-carboxylic acid (0.20 g, 0.58 mmol) obtained in Example 21, step 4 and 4-(4-chlorophenyl)piperidine (0.14 g, 0.70 mmol), the title compound (0.24 g, 81%) was obtained. Starting materials: CO, CCOC(=O)CC(CCCCNS(=O)(=O)c1ccc(Cl)cc1)CCCc1cccnc1, [Na+], [OH-]. The product is O=C(O)CC(CCCCNS(=O)(=O)c1ccc(Cl)cc1)CCCc1cccnc1. RXN SMILES: [CH3:34][OH:35].[Cl:1][c:2]1[cH:3][cH:4][c:5]([S:8](=[O:9])(=[O:10])[NH:11][CH2:12][CH2:13][CH2:14][CH2:15][CH:16]([CH2:17][C:18](=[O:19])[O:20][CH2:21][CH3:22])[CH2:23][CH2:24][CH2:25][c:26]2[cH:27][n:28][cH:29][cH:30][cH:31]2)[cH:6][cH:7]1.[Na+:33].[OH-:32]>>[Cl:1][c:2]1[cH:3][cH:4][c:5]([S:8](=[O:9])(=[O:10])[NH:11][CH2:12][CH2:13][CH2:14][CH2:15][CH:16]([CH2:17][C:18](=[O:19])[OH:20])[CH2:23][CH2:24][CH2:25][c:26]2[cH:27][n:28][cH:29][cH:30][cH:31]2)[cH:6][cH:7]1.